Dataset: the Open Reaction Database (ORD), a public repository of structured organic reaction records. Task: describe an organic reaction: reactants, conditions, products, and yield Reactants: OC1=C(C=C(C(=O)OC)C=C1)CCC (methyl 4-hydoxy-3-n-propylbenzoate), BrC(C(=O)OCC)C1=CC2=C(C=C1)OCO2 (ethyl α-bromo-3,4-methylenedioxyphenylacetate), C([O-])([O-])=O.[K+].[K+] (potassium carbonate), CC(=O)C (acetone). Solvent: CCOCC (ether). Run at time 9 hour. Product: C(=O)(OC)C1=CC(=C(OC(C(=O)OCC)C2=CC3=C(C=C2)OCO3)C=C1)CCC (ethyl α-(4-carbomethoxy-2-n-propylphenoxy)-3,4-methylenedioxyphenylacetate). RXN SMILES: [OH:1][C:2]1[CH:11]=[CH:10][C:5]([C:6]([O:8][CH3:9])=[O:7])=[CH:4][C:3]=1[CH2:12][CH2:13][CH3:14].Br[CH:16]([C:22]1[CH:27]=[CH:26][C:25]2[O:28][CH2:29][O:30][C:24]=2[CH:23]=1)[C:17]([O:19][CH2:20][CH3:21])=[O:18].C(=O)([O-])[O-].[K+].[K+].CC(C)=O>CCOCC>[C:6]([C:5]1[CH:10]=[CH:11][C:2]([O:1][CH:16]([C:22]2[CH:27]=[CH:26][C:25]3[O:28][CH2:29][O:30][C:24]=3[CH:23]=2)[C:17]([O:19][CH2:20][CH3:21])=[O:18])=[C:3]([CH2:12][CH2:13][CH3:14])[CH:4]=1)([O:8][CH3:9])=[O:7] |f:2.3.4|. Procedure: To a nitrogen flushed 5 L three neck round bottom flask fitted with a mechanical stirrer, condenser, and a nitrogen inlet was charged 326 g (1.68 mol) of methyl 4-hydoxy-3-n-propylbenzoate, 507.6 g (1.73 mol) of ethyl α-bromo-3,4-methylenedioxyphenylacetate from above, 235 g (1.70 mol) of anhydrous potassium carbonate, and 1.7 L of acetone. The mixture was refluxed with vigorous stirring for 9 hr. The suspension was allowed to cool to ambient temperature and stirred overnight. The mixture dilute...